This data is from the Open Reaction Database (ORD), a public repository of structured organic reaction records. The task is: describe an organic reaction: reactants, conditions, products, and yield Reactants: CCO, [Cl-], N, [NH4+], O=CC=Cc1csc(Nc2ccccc2)n1, O=C(O)CN1C(=O)CSC1=S. The product is O=C(O)CN1C(=O)C(=CC=Cc2csc(Nc3ccccc3)n2)SC1=S. As a reaction SMILES: [CH3:31][CH2:32][OH:33].[Cl-:28].[NH3:30].[NH4+:29].[NH:1]([c:2]1[cH:3][cH:4][cH:5][cH:6][cH:7]1)[c:8]1[s:9][cH:10][c:11]([CH:13]=[CH:14][CH:15]=[O:16])[n:12]1.[S:17]1[C:18](=[S:19])[N:20]([CH2:24][C:25](=[O:26])[OH:27])[C:21](=[O:22])[CH2:23]1>>[NH:1]([c:2]1[cH:3][cH:4][cH:5][cH:6][cH:7]1)[c:8]1[s:9][cH:10][c:11]([CH:13]=[CH:14][CH:15]=[C:23]2[S:17][C:18](=[S:19])[N:20]([CH2:24][C:25](=[O:26])[OH:27])[C:21]2=[O:22])[n:12]1. The reactants are [K].C(C)(C)C1=CC=C(C=C1)S(=O)(=O)NC(C(OC1=C(C=C(C=C1)C#N)CCC)C1=CC2=C(C=C1)OCO2)=O (N-(4-iso-propylbenzenesulfonyl)-α-(4-cyano-2-n-propylphenoxy)-3,4-methylenedioxy-phenylacetamide potassium salt), C[Sn](C)(C)N=[N+]=[N-] (trimethyltin azide). Run in C1(=CC=CC=C1)C (toluene). Yields the product C(C)(C)C1=CC=C(C=C1)S(=O)(=O)NC(C(OC1=C(C=C(C=C1)C1=NN=NN1)CCC)C1=CC2=C(C=C1)OCO2)=O (N-(4-iso-propylbenzenesulfonyl)-α-(4-(tetrazol-5-yl)-2-n-propylphenoxy)-3,4-methylenedioxy-phenylacetamide). Isolated yield 37.6%. RXN SMILES: [K].[CH:2]([C:5]1[CH:10]=[CH:9][C:8]([S:11]([NH:14][C:15](=[O:38])[CH:16]([C:29]2[CH:34]=[CH:33][C:32]3[O:35][CH2:36][O:37][C:31]=3[CH:30]=2)[O:17][C:18]2[CH:23]=[CH:22][C:21]([C:24]#[N:25])=[CH:20][C:19]=2[CH2:26][CH2:27][CH3:28])(=[O:13])=[O:12])=[CH:7][CH:6]=1)([CH3:4])[CH3:3].C[Sn]([N:43]=[N+:44]=[N-:45])(C)C>C1(C)C=CC=CC=1>[CH:2]([C:5]1[CH:6]=[CH:7][C:8]([S:11]([NH:14][C:15](=[O:38])[CH:16]([C:29]2[CH:34]=[CH:33][C:32]3[O:35][CH2:36][O:37][C:31]=3[CH:30]=2)[O:17][C:18]2[CH:23]=[CH:22][C:21]([C:24]3[NH:45][N:44]=[N:43][N:25]=3)=[CH:20][C:19]=2[CH2:26][CH2:27][CH3:28])(=[O:13])=[O:12])=[CH:9][CH:10]=1)([CH3:3])[CH3:4] |f:0.1,^1:0|. Reported procedure: A stirred solution of 600 mg (1.15 mmol) of the product of Example 151, Step F and 284 mg (1.38 mmol) of trimethyltin azide in 2 mL of toluene was heated with an oil bath at reflux overnight. The reaction was evaporated in vacuo, purified by silica gel flash chromatography eluting with methylene chloride/methanol/acetic acid 100:3:1, and the purified fractions concentrated in vacuo to afford 244 mg (38%) of the title compound as an amorphous solid.